This data is from the Open Reaction Database (ORD), a public repository of structured organic reaction records. The task is: describe an organic reaction: reactants, conditions, products, and yield Starting materials: Cl (HCl), COC=1C=C(C=CC1OC)C(CCCC1N(CC2=CC(=C(C=C2C1)OC)OC)C)(C#N)C(C)C (3-[4-(3,4-dimethoxyphenyl)-4-isopropyl-4-cyanobutyl]-6,7-dimethoxy-N-methyl-1,2,3,4-tetrahydroisoquinoline), CCOCC (ether). The solvent is C(C)(C)O (isopropanol), C(C)(C)O (isopropanol). Reaction conditions: time 8 hour. The product is COC=1C=C(C=CC1OC)C(CCCC1N(CC2=CC(=C(C=C2C1)OC)OC)C)(C#N)C(C)C.Cl (3-[4-(3,4-dimethoxyphenyl)-4-isopropyl-4-cyanobutyl]-6,7-dimethoxy-N-methyl-1,2,3,4-tetrahydroisoquinoline·HCl). Reaction SMILES: [CH3:1][O:2][C:3]1[CH:4]=[C:5]([C:11]([CH:32]([CH3:34])[CH3:33])([C:30]#[N:31])[CH2:12][CH2:13][CH2:14][CH:15]2[CH2:24][C:23]3[C:18](=[CH:19][C:20]([O:27][CH3:28])=[C:21]([O:25][CH3:26])[CH:22]=3)[CH2:17][N:16]2[CH3:29])[CH:6]=[CH:7][C:8]=1[O:9][CH3:10].[ClH:35].CCOCC>C(O)(C)C>[CH3:1][O:2][C:3]1[CH:4]=[C:5]([C:11]([CH:32]([CH3:34])[CH3:33])([C:30]#[N:31])[CH2:12][CH2:13][CH2:14][CH:15]2[CH2:24][C:23]3[C:18](=[CH:19][C:20]([O:27][CH3:28])=[C:21]([O:25][CH3:26])[CH:22]=3)[CH2:17][N:16]2[CH3:29])[CH:6]=[CH:7][C:8]=1[O:9][CH3:10].[ClH:35] |f:4.5|. Procedure: The free base, 3-[4-(3,4-dimethoxyphenyl)-4-isopropyl-4-cyanobutyl]-6,7-dimethoxy-N-methyl-1,2,3,4-tetrahydroisoquinoline (1, 15 g, 0.032 mol) was dissolved in isopropanol (70 mL) at 70° C., and 6M HCl in isopropanol (5.6 mL) slowly added. After cooling to room temperature, ether (40 mL) was added until the solution became cloudy (saturated), and the resulting mixture stirred overnight. The resulting solid was collected, washed thoroughly with ether-isopropanol (1:1, 50 mL), and dried in vacuo a...